This data is from the Open Reaction Database (ORD), a public repository of structured organic reaction records. The task is: describe an organic reaction: reactants, conditions, products, and yield The reactants are C1CNCCNC1, O=C(O)c1nc2c(s1)CCOc1cc(-c3cn[nH]c3)ccc1-2. Product: O=C(c1nc2c(s1)CCOc1cc(-c3cn[nH]c3)ccc1-2)N1CCCNCC1. RXN SMILES: [NH:23]1[CH2:24][CH2:25][NH:26][CH2:27][CH2:28][CH2:29]1.[nH:1]1[n:2][cH:3][c:4](-[c:6]2[cH:7][c:8]3[c:9]([cH:21][cH:22]2)-[c:10]2[n:11][c:12]([C:18](=[O:19])[OH:20])[s:13][c:14]2[CH2:15][CH2:16][O:17]3)[cH:5]1>>[n:1]1[nH:2][cH:3][c:4](-[c:6]2[cH:7][c:8]3[c:9]([cH:21][cH:22]2)-[c:10]2[n:11][c:12]([C:18](=[O:20])[N:23]4[CH2:24][CH2:25][NH:26][CH2:27][CH2:28][CH2:29]4)[s:13][c:14]2[CH2:15][CH2:16][O:17]3)[cH:5]1. Reactants: ClC=1C=C(C(=O)OC)C=CN1 (Methyl 2-chloroisonicotinate), C1(=CC=CC=C1)C#C (phenylacetylene), cuprous iodide. The reagents and catalysts are [Pd](Cl)Cl.C1(=CC=CC=C1)P(C1=CC=CC=C1)C1=CC=CC=C1.C1(=CC=CC=C1)P(C1=CC=CC=C1)C1=CC=CC=C1 (bis(triphenylphosphine) palladium (II) chloride). The solvent is C(C)N(CC)CC (triethylamine). The product is C1(=CC=CC=C1)C#CC=1C=C(C(=O)OC)C=CN1 (Methyl 2-(2-phenylethynyl)isonicotinate). As a reaction SMILES: Cl[C:2]1[CH:3]=[C:4]([CH:9]=[CH:10][N:11]=1)[C:5]([O:7][CH3:8])=[O:6].[C:12]1([C:18]#[CH:19])[CH:17]=[CH:16][CH:15]=[CH:14][CH:13]=1>[Pd](Cl)Cl.C1(P(C2C=CC=CC=2)C2C=CC=CC=2)C=CC=CC=1.C1(P(C2C=CC=CC=2)C2C=CC=CC=2)C=CC=CC=1.C(N(CC)CC)C>[C:12]1([C:18]#[C:19][C:2]2[CH:3]=[C:4]([CH:9]=[CH:10][N:11]=2)[C:5]([O:7][CH3:8])=[O:6])[CH:17]=[CH:16][CH:15]=[CH:14][CH:13]=1 |f:2.3.4|. Procedure details: Methyl 2-chloroisonicotinate, 2 (19.08 9, 0.111 mol as 100% pure), phenylacetylene (13.6 g, 0.133 mol), cuprous iodide (1.00 g,5.25 mmol) and triethylamine (30 ml) were mixed together with stirring at room temperature, and to this mixture was added bis(triphenylphosphine) palladium (II) chloride (2.0 g, 2.85 mmol). The reactants are FC(C=1C=C(N)C=CC1Cl)(F)F (3-trifluoromethyl-4-chloroaniline), N1=CC=CC=C1 (pyridine), ClC(C(=O)Cl)(Cl)Cl (trichloro acetyl chloride). Run in ClCCl (dichloromethane), ClCCl (dichloromethane). Conditions: time 1 hour. The product is ClC(C(=O)NC1=CC(=C(C=C1)Cl)C(F)(F)F)(Cl)Cl (2,2,2-trichloro-N-(4-chloro-3-(trifluoromethyl)phenyl)acetamide). Yield: 90.2%. RXN SMILES: [F:1][C:2]([F:12])([F:11])[C:3]1[CH:4]=[C:5]([CH:7]=[CH:8][C:9]=1[Cl:10])[NH2:6].N1C=CC=CC=1.[Cl:19][C:20]([Cl:25])([Cl:24])[C:21](Cl)=[O:22]>ClCCl>[Cl:19][C:20]([Cl:25])([Cl:24])[C:21]([NH:6][C:5]1[CH:7]=[CH:8][C:9]([Cl:10])=[C:3]([C:2]([F:1])([F:11])[F:12])[CH:4]=1)=[O:22]. Procedure details: The clear solution of 3-trifluoromethyl-4-chloroaniline (35 g, 0.1789 mol) and pyridine (36 ml, 0.447 mol) in dichloromethane (350 ml) was cooled at 0° C. to −5° C. and a solution of trichloro acetyl chloride (26 ml, 0.2326 mol) in dichloromethane (75 ml) was added drop wise maintaining temperature of the reaction mass below 0° C. The reaction mass was stirred for 1 hour below 0° C. and quenched with water (150 ml) below 5° C. The organic phase was separated and aqueous layer was reextracted wit... Yields the product CN(C)C1=NC=CC=C1 (Methyl-pyridin-2-yl-methyl-amine). RXN SMILES: Cl.ClC[C:4]1[CH:9]=[CH:8][CH:7]=[CH:6][N:5]=1.[CH3:10][NH2:11].[CH3:12]CO>>[CH3:10][N:11]([C:4]1[CH:9]=[CH:8][CH:7]=[CH:6][N:5]=1)[CH3:12] |f:0.1,2.3|. The yield is 20.0%. Reactants: Cl.ClCC1=NC=CC=C1 (2-chloromethyl-pyridine hydrochloride salt), CN.CCO (methylamine EtOH). Procedure: Using 2-chloromethyl-pyridine hydrochloride salt and 33% methylamine/EtOH the title compound was obtained as a colourless liquid (0.1 mm Hg, 47-48° C.) (20% yield), MS: m/e=93.1 (M-NHCH3).